Dataset: the Open Reaction Database (ORD), a public repository of structured organic reaction records. Task: describe an organic reaction: reactants, conditions, products, and yield Reactants: [Cr](=O)(=O)([O-])O[Cr](=O)(=O)[O-].[NH+]1=CC=CC=C1.[NH+]1=CC=CC=C1 (pyridinium dichromate), desired acid, C(=O)CCCCCN1C(=C(C2=CC=CC=C12)C)C=1C=NC=CC1 (1-(5-Formylpentyl)-3-methyl-2-(3-pyridyl)indole), CCOC(=O)C.CCCCCC (EtOAc hexane). The solvent is CCOCC.C(C)(=O)OCC (ether ethyl acetate), CN(C)C=O (DMF), CCOCC (ether). Run at time 8 hour. Product: C(=O)(O)CCCCCN1C(=C(C2=CC=CC=C12)C)C=1C=NC=CC1 (1-(5-carboxypentyl)-2-(3-pyridyl)-3-methylindole). RXN SMILES: [CH:1]([CH2:3][CH2:4][CH2:5][CH2:6][CH2:7][N:8]1[C:16]2[C:11](=[CH:12][CH:13]=[CH:14][CH:15]=2)[C:10]([CH3:17])=[C:9]1[C:18]1[CH:19]=[N:20][CH:21]=[CH:22][CH:23]=1)=[O:2].[Cr](O[Cr]([O-])(=O)=O)([O-])(=O)=[O:25].[NH+]1C=CC=CC=1.[NH+]1C=CC=CC=1.CCOC(C)=O.CCCCCC>CN(C=O)C.CCOCC.CCOCC.C(OCC)(=O)C>[C:1]([CH2:3][CH2:4][CH2:5][CH2:6][CH2:7][N:8]1[C:16]2[C:11](=[CH:12][CH:13]=[CH:14][CH:15]=2)[C:10]([CH3:17])=[C:9]1[C:18]1[CH:19]=[N:20][CH:21]=[CH:22][CH:23]=1)([OH:25])=[O:2] |f:1.2.3,4.5,8.9|. Procedure: 1-(5-Formylpentyl)-3-methyl-2-(3-pyridyl)indole (127 mg) is dissolved in DMF (0.66 ml) and pyridinium dichromate (298 mg) added all at once. The mixture is stirred overnight at room temperature then diluted with ether:ethyl acetate (25 ml, 4:1) and filtered. The solid is washed with hot chloroform and the combined filtrates concentrated in vacuo to yield a dark brown gum which is slurried in ether:ethyl acetate (4:1) and extracted with 0.1 N aqueous sodium hydroxide (2 ml). The aqueous extract i...